describe an organic reaction: reactants, conditions, products, and yield From a dataset of the Open Reaction Database (ORD), a public repository of structured organic reaction records. The reactants are C([O-])([O-])=O.[K+].[K+] (potassium carbonate), CI (methyl iodide), FC1=CC2=C(NC(CO2)=O)C=C1N1C(NC(=CC1=O)C(F)(F)F)=O (3-(7-fluoro-3-oxo-2H-1,4-benzoxazin-6-yl)-6-trifluoromethyl-2,4(1H,3H)-pyrimidinedione). Run in CN(C=O)C (N,N-dimethylformamide). Run at time 4 hour. Product: FC1=CC2=C(NC(CO2)=O)C=C1N1C(N(C(=CC1=O)C(F)(F)F)C)=O (3-(7-fluoro-3-oxo-2H-1,4-benzoxazin-6-yl)-1-methyl-6-trifluoromethyl-2,4(1H,3H)-pyrimidinedione). Isolated yield 119.9%. RXN SMILES: [F:1][C:2]1[C:12]([N:13]2[C:18](=[O:19])[CH:17]=[C:16]([C:20]([F:23])([F:22])[F:21])[NH:15][C:14]2=[O:24])=[CH:11][C:5]2[NH:6][C:7](=[O:10])[CH2:8][O:9][C:4]=2[CH:3]=1.[C:25](=O)([O-])[O-].[K+].[K+].CI>CN(C)C=O>[F:1][C:2]1[C:12]([N:13]2[C:18](=[O:19])[CH:17]=[C:16]([C:20]([F:21])([F:22])[F:23])[N:15]([CH3:25])[C:14]2=[O:24])=[CH:11][C:5]2[NH:6][C:7](=[O:10])[CH2:8][O:9][C:4]=2[CH:3]=1 |f:1.2.3|. Procedure: 0.85 g of 3-(7-fluoro-3-oxo-2H-1,4-benzoxazin-6-yl)-6-trifluoromethyl-2,4(1H,3H)-pyrimidinedione was dissolved in 8.5 ml of N,N-dimethylformamide. Then 0.17 g of anhydrous potassium carbonate and 0.15 ml of methyl iodide were added and the mixed solution was stirred for 4 hours. After the reaction was completed, N,N-dimethylformamide was distilled off and the residue was extracted with ethyl acetate by adding water. The extract was washed with a saturated sodium chloride aqueous solution and dri... The reactants are COC(=O)C(C)O, Clc1ncncc1OCc1ccccc1, [H-], [Na+], C1CCOC1, O. The product is COC(=O)C(C)Oc1ncncc1OCc1ccccc1. Reaction SMILES: [C:18]([CH:19]([OH:20])[CH3:21])(=[O:22])[O:23][CH3:24].[CH2:3]([c:4]1[cH:5][cH:6][cH:7][cH:8][cH:9]1)[O:10][c:11]1[c:12]([Cl:17])[n:13][cH:14][n:15][cH:16]1.[H-:1].[Na+:2].[O:25]1[CH2:26][CH2:27][CH2:28][CH2:29]1.[OH2:30]>>[CH2:3]([c:4]1[cH:5][cH:6][cH:7][cH:8][cH:9]1)[O:10][c:11]1[c:12]([O:20][CH:19]([C:18](=[O:22])[O:23][CH3:24])[CH3:21])[n:13][cH:14][n:15][cH:16]1. Reactants: ClB(Cl)Cl, O=C([O-])O, ClCCl, COc1cc(Cl)ccc1-c1nc(CCC(=O)c2ccc(O)c(C)c2)c(C(C)C)o1, ClC(Cl)Cl, [Na+], O. Yields the product Cc1cc(C(=O)CCc2nc(-c3ccc(Cl)cc3O)oc2C(C)C)ccc1O. RXN SMILES: [B:30]([Cl:31])([Cl:32])[Cl:33].[C:35](=[O:36])([O-:37])[OH:38].[CH2:40]([Cl:41])[Cl:42].[CH3:1][O:2][c:3]1[c:4](-[c:10]2[o:11][c:12]([CH:27]([CH3:28])[CH3:29])[c:13]([CH2:15][CH2:16][C:17](=[O:18])[c:19]3[cH:20][c:21]([CH3:26])[c:22]([OH:25])[cH:23][cH:24]3)[n:14]2)[cH:5][cH:6][c:7]([Cl:9])[cH:8]1.[CH:43]([Cl:44])([Cl:45])[Cl:46].[Na+:39].[OH2:34]>>[OH:2][c:3]1[c:4](-[c:10]2[o:11][c:12]([CH:27]([CH3:28])[CH3:29])[c:13]([CH2:15][CH2:16][C:17](=[O:18])[c:19]3[cH:20][c:21]([CH3:26])[c:22]([OH:25])[cH:23][cH:24]3)[n:14]2)[cH:5][cH:6][c:7]([Cl:9])[cH:8]1. Starting materials: ClC=1N=NC(=CC1)I (3-chloro-6-iodopyridazine), C(C=C)(=O)OCC (ethyl acrylate), C1(=C(C=CC=C1)P(C1=C(C=CC=C1)C)C1=C(C=CC=C1)C)C (tri(o-tolyl)phosphine). Reagents/catalysts: C(C)(=O)[O-].[Pd+2].C(C)(=O)[O-] (palladium(II) acetate). The solvent is CN(C)C=O (DMF), C(C)(C)N(CC)C(C)C (diisopropylethyl amine), O (H2O). Run at temperature 111 celsius. Yields the product ClC=1N=NC(=CC1)/C=C/C(=O)OCC (ethyl(E)-3-(3-chloro-6-pyridazinyl)-2-propenoate). Yield: 8.2%. Reaction SMILES: [Cl:1][C:2]1[N:3]=[N:4][C:5](I)=[CH:6][CH:7]=1.[C:9]([O:13][CH2:14][CH3:15])(=[O:12])[CH:10]=[CH2:11].C1(C)C=CC=CC=1P(C1C=CC=CC=1C)C1C=CC=CC=1C>CN(C=O)C.C(N(C(C)C)CC)(C)C.O.C([O-])(=O)C.[Pd+2].C([O-])(=O)C>[Cl:1][C:2]1[N:3]=[N:4][C:5](/[CH:11]=[CH:10]/[C:9]([O:13][CH2:14][CH3:15])=[O:12])=[CH:6][CH:7]=1 |f:6.7.8|. Reported procedure: A suspension of 3-chloro-6-iodopyridazine (2.4 g, 10 mmol), ethyl acrylate (4.4 mL, 40 mmol), palladium(II) acetate (90 mg, 0.40 mmol) and tri(o-tolyl)phosphine (366 mg, 1.20 mmol) in DMF (10 mL) and diisopropylethyl amine (5 mL) was stirred with heating (111° C. oil-bath) for 3.5 h, cooled to room temperature, diluted with H2O (50 mL) and extracted with EtOAc (300 mL). The extract was washed (brine) and dried. After solvent removal at reduced pressure, the residue was chromatographed (14% to 20... The reactants are C(#N)C1=CC=C(C=C1)C=1NC2=C(N1)C=CC(=C2)C(=O)O (2-(4-cyanophenyl)benzimidazole-5-carboxylic acid), C1(=CC=C(C=C1)N)N (1,4-phenylenediamine). Yields the product C1(=CC=C(C=C1)NC(=O)C1=CC2=C(NC(=N2)C2=CC=C(C=C2)C#N)C=C1)NC(=O)C1=CC2=C(NC(=N2)C2=CC=C(C=C2)C#N)C=C1 (N,N′-(1,4-phenylene)bis(2-(4-cyanophenyl)-1H-benzo[d]imidazole-5-carboxamide)). Reaction SMILES: [C:1]([C:3]1[CH:8]=[CH:7][C:6]([C:9]2[NH:10][C:11]3[CH:17]=[C:16]([C:18](O)=[O:19])[CH:15]=[CH:14][C:12]=3[N:13]=2)=[CH:5][CH:4]=1)#[N:2].[C:21]1([NH2:28])[CH:26]=[CH:25][C:24]([NH2:27])=[CH:23][CH:22]=1>>[C:21]1([NH:28][C:18]([C:16]2[CH:15]=[CH:14][C:12]3[NH:13][C:9]([C:6]4[CH:5]=[CH:4][C:3]([C:1]#[N:2])=[CH:8][CH:7]=4)=[N:10][C:11]=3[CH:17]=2)=[O:19])[CH:26]=[CH:25][C:24]([NH:27][C:18]([C:16]2[CH:15]=[CH:14][C:12]3[NH:13][C:9]([C:6]4[CH:5]=[CH:4][C:3]([C:1]#[N:2])=[CH:8][CH:7]=4)=[N:10][C:11]=3[CH:17]=2)=[O:19])=[CH:23][CH:22]=1. Reported procedure: Compound 281 was prepared according to the procedure similar to that described in Scheme V from 2-(4-cyanophenyl)benzimidazole-5-carboxylic acid and 1,4-phenylenediamine. [M+H]+ calcd for C36H22N8O2: 599.19; found: 598.97. Starting materials: COc1ccc(-c2ccc([N+](=O)[O-])c(N)c2)cc1, CCOCC, CC(=O)OC(C)=O, O=S(=O)(O)O. Yields the product COc1ccc(-c2ccc([N+](=O)[O-])c(NC(C)=O)c2)cc1. RXN SMILES: [CH3:13][O:14][c:15]1[cH:16][cH:17][c:18](-[c:21]2[cH:22][cH:23][c:24]([N+:28](=[O:29])[O-:30])[c:25]([NH2:26])[cH:27]2)[cH:19][cH:20]1.[CH3:31][CH2:32][O:33][CH2:34][CH3:35].[CH3:6][C:7](=[O:8])[O:9][C:10](=[O:11])[CH3:12].[S:1](=[O:2])(=[O:3])([OH:4])[OH:5]>>[CH3:6][C:7](=[O:8])[NH:26][c:25]1[c:24]([N+:28](=[O:29])[O-:30])[cH:23][cH:22][c:21](-[c:18]2[cH:17][cH:16][c:15]([O:14][CH3:13])[cH:20][cH:19]2)[cH:27]1. The reactants are CN(C(=O)Cl)C (N,N-dimethyl carbamoyl chloride), C(C1=CC=CC=C1)N1CCCC2=CC=C(C=C12)O (1-benzyl-1,2,3,4-tetrahydroquinolin-7-ol), [H-].[Na+] (sodium hydride). Run in C(C)(=O)OCC (ethyl acetate), O1CCCC1 (tetrahydrofuran), O1CCCC1 (THF). Reaction conditions: time 30 minute. Product: CN(C(OC1=CC=C2CCCN(C2=C1)CC1=CC=CC=C1)=O)C (1-benzyl-1,2,3,4-tetrahydroquinolin-7-yl dimethylcarbamate). RXN SMILES: [CH2:1]([N:8]1[C:17]2[C:12](=[CH:13][CH:14]=[C:15]([OH:18])[CH:16]=2)[CH2:11][CH2:10][CH2:9]1)[C:2]1[CH:7]=[CH:6][CH:5]=[CH:4][CH:3]=1.[H-].[Na+].[CH3:21][N:22]([CH3:26])[C:23](Cl)=[O:24]>O1CCCC1.C(OCC)(=O)C>[CH3:21][N:22]([CH3:26])[C:23](=[O:24])[O:18][C:15]1[CH:16]=[C:17]2[C:12]([CH2:11][CH2:10][CH2:9][N:8]2[CH2:1][C:2]2[CH:3]=[CH:4][CH:5]=[CH:6][CH:7]=2)=[CH:13][CH:14]=1 |f:1.2|. Procedure: A solution of 1-benzyl-1,2,3,4-tetrahydroquinolin-7-ol (500 mg, 2.09 mM) in dry tetrahydrofuran (THF, 8 ml) was added to the stirred solution of sodium hydride in dry THF at −10° C. during 5 minutes under nitrogen environment. The reaction mixture was stirred for 30 minutes. Then, N,N-dimethyl carbamoyl chloride (265 mg/ml, 3.14 mM) was added to the stirring reaction mixture. The mixture was stirred further for 7 hours during which the temperature was allowed to reach the room temperature (35° C... The reactants are CC(C)(O[Si](C)(C)C(C)(C)C)C1COCc2nc3cnc4ccccc4c3n21, C1CCOC1, CCCC[N+](CCCC)(CCCC)CCCC, [F-]. Yields the product CC(C)(O)C1COCc2nc3cnc4ccccc4c3n21. As a reaction SMILES: [C:1]([Si:2]([CH3:3])([CH3:4])[O:6][C:7]([CH3:8])([CH3:9])[CH:10]1[CH2:11][O:12][CH2:13][c:14]2[n:15]1[c:16]1[c:17]([cH:18][n:19][c:20]3[cH:21][cH:22][cH:23][cH:24][c:25]13)[n:26]2)([CH3:5])([CH3:27])[CH3:28].[CH2:47]1[O:48][CH2:49][CH2:50][CH2:51]1.[CH3:30][CH2:31][CH2:32][CH2:33][N+:34]([CH2:35][CH2:36][CH2:37][CH3:38])([CH2:39][CH2:40][CH2:41][CH3:42])[CH2:43][CH2:44][CH2:45][CH3:46].[F-:29]>>[OH:6][C:7]([CH3:8])([CH3:9])[CH:10]1[CH2:11][O:12][CH2:13][c:14]2[n:15]1[c:16]1[c:17]([cH:18][n:19][c:20]3[cH:21][cH:22][cH:23][cH:24][c:25]13)[n:26]2. The reactants are CC1(C)Cc2ccc(C#N)cc2C(Sc2ccccn2)C1O, [Na+], C1COCCO1, [OH-]. Yields the product CC1(C)C=C(Sc2ccccn2)c2cc(C#N)ccc2C1. As a reaction SMILES: [CH3:1][C:2]1([CH3:22])[CH2:3][c:4]2[cH:5][cH:6][c:7]([C:20]#[N:21])[cH:8][c:9]2[CH:10]([S:13][c:14]2[n:15][cH:16][cH:17][cH:18][cH:19]2)[CH:11]1[OH:12].[Na+:24].[O:25]1[CH2:26][CH2:27][O:28][CH2:29][CH2:30]1.[OH-:23]>>[CH3:1][C:2]1([CH3:22])[CH2:3][c:4]2[cH:5][cH:6][c:7]([C:20]#[N:21])[cH:8][c:9]2[C:10]([S:13][c:14]2[n:15][cH:16][cH:17][cH:18][cH:19]2)=[CH:11]1. The reactants are O=C1NC2=C(N1C1CCN(CC1)C1CCC(CC1)C(=O)OCC)C=CC=C2 (ethyl 1-[4-(2-keto-1-benzimidazolinyl)piperidin-1-yl]cyclohexane-4-carboxylate), [H-].C(C(C)C)[Al+]CC(C)C (diisobutylaluminum hydride), solution. Solvent: C1(=CC=CC=C1)C (toluene), C1(=CC=CC=C1)C (toluene). Reaction conditions: temperature -90 celsius, time 1 hour. Yields the product O=C1NC2=C(N1C1CCN(CC1)C1CCC(CC1)C=O)C=CC=C2 (1-[4-(2-keto-1-benzimidazolinyl)piperidin-1-yl]cyclohexane-4-carboxaldehyde). Isolated yield 95.6%. RXN SMILES: [O:1]=[C:2]1[N:6]([CH:7]2[CH2:12][CH2:11][N:10]([CH:13]3[CH2:18][CH2:17][CH:16]([C:19](OCC)=[O:20])[CH2:15][CH2:14]3)[CH2:9][CH2:8]2)[C:5]2[CH:24]=[CH:25][CH:26]=[CH:27][C:4]=2[NH:3]1.[H-].C([Al+]CC(C)C)C(C)C>C1(C)C=CC=CC=1>[O:1]=[C:2]1[N:6]([CH:7]2[CH2:8][CH2:9][N:10]([CH:13]3[CH2:14][CH2:15][CH:16]([CH:19]=[O:20])[CH2:17][CH2:18]3)[CH2:11][CH2:12]2)[C:5]2[CH:24]=[CH:25][CH:26]=[CH:27][C:4]=2[NH:3]1 |f:1.2|. Reported procedure: To a stirred solution of the cis and trans isomers of ethyl 1-[4-(2-keto-1-benzimidazolinyl)piperidin-1-yl]cyclohexane-4-carboxylate (2.16 g) in dry toluene (150 mL) at -90° C. under argon, was added diisobutylaluminum hydride (11.6 mL of a 1.5M solution in toluene). The reaction mixture was stirred at -90° C. for 1 h, then quenched with methanol (1 mL) followed by saturated sodium potassium tartrate (50 mL). The layers were separated, the aqueous layer was extracted with 2×100 mL of ethyl aceta...